From a dataset of the Open Reaction Database (ORD), a public repository of structured organic reaction records. describe an organic reaction: reactants, conditions, products, and yield The yield is 21.0%. Starting materials: NC=1C(=NC=NC1Cl)NCCO (2-(5-Amino-6-chloro-4-pyrimidinylamino)ethanol), C(C)(=O)OC(C)=O (acetic anhydride). As a reaction SMILES: [NH2:1][C:2]1[C:3]([NH:9][CH2:10][CH2:11]O)=[N:4][CH:5]=[N:6][C:7]=1[Cl:8].[C:13]([O:16][C:17](=[O:19])[CH3:18])(=O)[CH3:14]>>[C:17]([O:16][CH2:13][CH2:14][N:9]1[C:3]2[N:4]=[CH:5][N:6]=[C:7]([Cl:8])[C:2]=2[N:1]=[C:10]1[CH3:11])(=[O:19])[CH3:18]. Procedure details: 2-(5-Amino-6-chloro-4-pyrimidinylamino)ethanol (Chem. Pharm. Bull., 1961, 9, 27) (5.71 g, 30.3 mmol) and acetic anhydride (50 ml) were heated together under nitrogen at 120° C. for 20 hours. The excess reagent was removed under reduced pressure and the residue was neutralised with aqueous sodium bicarbionate and extracted with dichloromethane (4×70 ml). The extracts were dried (MgSO4) and concentrated under reduced pressure. The residue was purified by flash chromatography (eluting with ethyl ac... Yields the product C(C)(=O)OCCN1C(=NC2=C1N=CN=C2Cl)C (3-(2-acetoxyethyl)-2-methyl-7-chlorimidazo-[4,5-d]pyrimidine). Starting materials: O1CCCC=C1 (Dihydropyran), S1C2=C(C=C1[C@@H](/C=C/[C@@H]1[C@H]([C@H](CC1=O)O)C\C=C/CCCC(=O)OC)O[Si](C1=CC=CC=C1)(C1=CC=CC=C1)C(C)(C)C)C=CC=C2 ((Z)-Methyl 7-((1R,2R,5S)-2-((R,E)-3-(benzo[b]thiophen-2-yl)-3-(tert-butyldiphenylsilyloxy)prop-1-enyl)-5-hydroxy-3-oxocyclopentyl)hept-5-enoate), C1(=CC=C(C=C1)S(=O)(=O)O)C (p-toluenesulfonic acid). Solvent: [Cl-].[Na+].O (brine), C(Cl)Cl (DCM). The product is S1C2=C(C=C1[C@@H](/C=C/[C@@H]1[C@H]([C@H](CC1=O)OC1OCCCC1)C\C=C/CCCC(=O)OC)O[Si](C1=CC=CC=C1)(C1=CC=CC=C1)C(C)(C)C)C=CC=C2 ((Z)-methyl 7-((1R,2R,5S)-2-((R,E)-3-(benzo[b]thiophen-2-yl)-3-(tert-butyldiphenylsilyloxy)prop-1-enyl)-3-oxo-5-(tetrahydro-2H-pyran-2-yloxy)cyclopentyl)hept-5-enoate). RXN SMILES: [S:1]1[C:5]([C@H:6]([O:26][Si:27]([C:40]([CH3:43])([CH3:42])[CH3:41])([C:34]2[CH:39]=[CH:38][CH:37]=[CH:36][CH:35]=2)[C:28]2[CH:33]=[CH:32][CH:31]=[CH:30][CH:29]=2)/[CH:7]=[CH:8]/[C@H:9]2[C:13](=[O:14])[CH2:12][C@H:11]([OH:15])[C@@H:10]2[CH2:16]/[CH:17]=[CH:18]\[CH2:19][CH2:20][CH2:21][C:22]([O:24][CH3:25])=[O:23])=[CH:4][C:3]2[CH:44]=[CH:45][CH:46]=[CH:47][C:2]1=2.[O:48]1[CH:53]=[CH:52][CH2:51][CH2:50][CH2:49]1.C1(C)C=CC(S(O)(=O)=O)=CC=1>C(Cl)Cl.[Cl-].[Na+].O>[S:1]1[C:5]([C@H:6]([O:26][Si:27]([C:40]([CH3:43])([CH3:42])[CH3:41])([C:34]2[CH:39]=[CH:38][CH:37]=[CH:36][CH:35]=2)[C:28]2[CH:29]=[CH:30][CH:31]=[CH:32][CH:33]=2)/[CH:7]=[CH:8]/[C@H:9]2[C:13](=[O:14])[CH2:12][C@H:11]([O:15][CH:49]3[CH2:50][CH2:51][CH2:52][CH2:53][O:48]3)[C@@H:10]2[CH2:16]/[CH:17]=[CH:18]\[CH2:19][CH2:20][CH2:21][C:22]([O:24][CH3:25])=[O:23])=[CH:4][C:3]2[CH:44]=[CH:45][CH:46]=[CH:47][C:2]1=2 |f:4.5.6|. Procedure details: (Z)-Methyl 7-((1R,2R,5S)-2-((R,E)-3-(benzo[b]thiophen-2-yl)-3-(tert-butyldiphenylsilyloxy)prop-1-enyl)-5-hydroxy-3-oxocyclopentyl)hept-5-enoate (11a, limiting reagent) is dissolved in DCM (0.1 M) under a nitrogen atmosphere. Dihydropyran (1.1 molar equivalent) is added, followed by a catalytic amount of p-toluenesulfonic acid. The reaction is stirred at room temperature under a nitrogen atmosphere and the reaction progress is monitored by TLC. Upon completion, brine is added to the reaction mixt... Starting materials: NC1=C(C=C(C=C1)C=1SC2=C(N1)C=CC=C2)I (2-(4'-amino-3'-iodophenyl)benzothiazole), [Cu]C#N (copper (I) cyanide), NC1=C(C=C(C=C1)C=1SC2=C(N1)C=CC=C2)Cl (2-(4'-amino-3'-chlorophenyl) benzothiazole). Solvent: CN(C)C=O (DMF). Yields the product NC1=C(C=C(C=C1)C=1SC2=C(N1)C=CC=C2)C#N (2-(4'-amino-3'-cyanophenyl)benzothiazole). RXN SMILES: [NH2:1][C:2]1[CH:7]=[CH:6][C:5]([C:8]2[S:9][C:10]3[CH:16]=[CH:15][CH:14]=[CH:13][C:11]=3[N:12]=2)=[CH:4][C:3]=1I.[Cu][C:19]#[N:20].NC1C=CC(C2SC3C=CC=CC=3N=2)=CC=1Cl>CN(C=O)C>[NH2:1][C:2]1[CH:7]=[CH:6][C:5]([C:8]2[S:9][C:10]3[CH:16]=[CH:15][CH:14]=[CH:13][C:11]=3[N:12]=2)=[CH:4][C:3]=1[C:19]#[N:20]. Reported procedure: 2-(4'-amino-3'-iodophenyl)benzothiazole (0.123 g, 0.35 mmol) was treated with copper (I) cyanide (63 mg, 0.7 mmol) in DMF according to procedure for preparation of 2-(4'-amino-3'-chlorophenyl) benzothiazole. The crude product was purified by chromatography on silica gel, eluting with ethyl acetate-hexane (2:3) to give a pale yellow powder (0.032 g, 36%%), m.p. 207.3-211.0° C. The reactants are C1CCOC1, [Cl-], [Cl-], ClCCl, Fc1ccc(-c2nc3occn3c2I)c(F)c1, CCOC(=O)c1nnc2ccc(I)nn12, CN(C)C=O, [Zn+2], c1ccc(P(c2ccccc2)(c2ccccc2)[Pd](P(c2ccccc2)(c2ccccc2)c2ccccc2)(P(c2ccccc2)(c2ccccc2)c2ccccc2)P(c2ccccc2)(c2ccccc2)c2ccccc2)cc1. The product is CCOC(=O)c1nnc2ccc(-c3c(-c4ccc(F)cc4F)nc4occn34)nn12. RXN SMILES: [CH2:38]1[O:39][CH2:40][CH2:41][CH2:42]1.[Cl-:46].[Cl-:48].[Cl:43][CH2:44][Cl:45].[F:1][c:2]1[c:3](-[c:9]2[n:10][c:11]3[o:12][cH:13][cH:14][n:15]3[c:16]2[I:17])[cH:4][cH:5][c:6]([F:8])[cH:7]1.[I:18][c:19]1[cH:20][cH:21][c:22]2[n:23]([n:24]1)[c:25]([C:28](=[O:29])[O:30][CH2:31][CH3:32])[n:26][n:27]2.[O:33]=[CH:34][N:35]([CH3:36])[CH3:37].[Zn+2:47].[cH:49]1[cH:50][cH:51][c:52]([P:53]([Pd:54]([P:55]([c:56]2[cH:57][cH:58][cH:59][cH:60][cH:61]2)([c:62]2[cH:63][cH:64][cH:65][cH:66][cH:67]2)[c:68]2[cH:69][cH:70][cH:71][cH:72][cH:73]2)([P:74]([c:75]2[cH:76][cH:77][cH:78][cH:79][cH:80]2)([c:81]2[cH:82][cH:83][cH:84][cH:85][cH:86]2)[c:87]2[cH:88][cH:89][cH:90][cH:91][cH:92]2)[P:93]([c:94]2[cH:95][cH:96][cH:97][cH:98][cH:99]2)([c:100]2[cH:101][cH:102][cH:103][cH:104][cH:105]2)[c:106]2[cH:107][cH:108][cH:109][cH:110][cH:111]2)([c:112]2[cH:113][cH:114][cH:115][cH:116][cH:117]2)[c:118]2[cH:119][cH:120][cH:121][cH:122][cH:123]2)[cH:124][cH:125]1>>[F:1][c:2]1[c:3](-[c:9]2[n:10][c:11]3[o:12][cH:13][cH:14][n:15]3[c:16]2-[c:19]2[cH:20][cH:21][c:22]3[n:23]([n:24]2)[c:25]([C:28](=[O:29])[O:30][CH2:31][CH3:32])[n:26][n:27]3)[cH:4][cH:5][c:6]([F:8])[cH:7]1. Starting materials: O=C1c2ccccc2C(=O)N1CCCCCCCCBr, CN(C)C=O, [H-], [Na+], Nc1ncnc2[nH]cc(-c3ccc(Oc4ccccc4)cc3)c12. Product: Nc1ncnc2c1c(-c1ccc(Oc3ccccc3)cc1)cn2CCCCCCCCN1C(=O)c2ccccc2C1=O. RXN SMILES: [Br:26][CH2:27][CH2:28][CH2:29][CH2:30][CH2:31][CH2:32][CH2:33][CH2:34][N:35]1[C:36](=[O:45])[c:37]2[c:38]([cH:41][cH:42][cH:43][cH:44]2)[C:39]1=[O:40].[CH3:46][N:47]([CH3:48])[CH:49]=[O:50].[H-:1].[Na+:2].[O:3]([c:4]1[cH:5][cH:6][cH:7][cH:8][cH:9]1)[c:10]1[cH:11][cH:12][c:13](-[c:16]2[cH:17][nH:18][c:19]3[n:20][cH:21][n:22][c:23]([NH2:25])[c:24]23)[cH:14][cH:15]1>>[O:3]([c:4]1[cH:5][cH:6][cH:7][cH:8][cH:9]1)[c:10]1[cH:11][cH:12][c:13](-[c:16]2[cH:17][n:18]([CH2:27][CH2:28][CH2:29][CH2:30][CH2:31][CH2:32][CH2:33][CH2:34][N:35]3[C:36](=[O:45])[c:37]4[c:38]([cH:41][cH:42][cH:43][cH:44]4)[C:39]3=[O:40])[c:19]3[n:20][cH:21][n:22][c:23]([NH2:25])[c:24]23)[cH:14][cH:15]1. Starting materials: C1CCOC1, COC(=O)c1ccc(-c2ccc3c(N4CCOCC4)nc(-c4ccc(NC(=O)Nc5ccc(C(=O)N(C)C)cc5)cc4)nc3c2)o1, CO, [Li+], [OH-], O, O. The product is CN(C)C(=O)c1ccc(NC(=O)Nc2ccc(-c3nc(N4CCOCC4)c4ccc(-c5ccc(C(=O)O)o5)cc4n3)cc2)cc1. RXN SMILES: [CH2:52]1[O:53][CH2:54][CH2:55][CH2:56]1.[CH3:1][N:2]([C:3](=[O:4])[c:5]1[cH:6][cH:7][c:8]([NH:11][C:12]([NH:13][c:14]2[cH:15][cH:16][c:17](-[c:20]3[n:21][c:22]4[cH:23][c:24](-[c:36]5[cH:37][cH:38][c:39]([C:41](=[O:42])[O:43][CH3:44])[o:40]5)[cH:25][cH:26][c:27]4[c:28]([N:30]4[CH2:31][CH2:32][O:33][CH2:34][CH2:35]4)[n:29]3)[cH:18][cH:19]2)=[O:45])[cH:9][cH:10]1)[CH3:46].[CH3:50][OH:51].[Li+:49].[OH-:48].[OH2:47].[OH2:57]>>[CH3:1][N:2]([C:3](=[O:4])[c:5]1[cH:6][cH:7][c:8]([NH:11][C:12]([NH:13][c:14]2[cH:15][cH:16][c:17](-[c:20]3[n:21][c:22]4[cH:23][c:24](-[c:36]5[cH:37][cH:38][c:39]([C:41](=[O:42])[OH:43])[o:40]5)[cH:25][cH:26][c:27]4[c:28]([N:30]4[CH2:31][CH2:32][O:33][CH2:34][CH2:35]4)[n:29]3)[cH:18][cH:19]2)=[O:45])[cH:9][cH:10]1)[CH3:46]. Starting materials: [N+](=O)([O-])C1=CC=C(COC(=O)NCCNC(=O)OCC2=CC=C(C=C2)[N+](=O)[O-])C=C1 (1,2-di(4-nitrobenzyloxycarbonylamino)ethane), Cl (hydrochloric acid). Run in C(C)(=O)O (acetic acid). Product: Cl.NCCNC(OCC1=CC=C(C=C1)[N+](=O)[O-])=O (4-Nitrobenzyl 2-aminoethylcarbamate hydrochloride). As a reaction SMILES: [N+:1]([C:4]1[CH:30]=[CH:29][C:7]([CH2:8][O:9][C:10]([NH:12][CH2:13][CH2:14][NH:15]C(OCC2C=CC([N+]([O-])=O)=CC=2)=O)=[O:11])=[CH:6][CH:5]=1)([O-:3])=[O:2].[ClH:31]>C(O)(=O)C>[ClH:31].[NH2:15][CH2:14][CH2:13][NH:12][C:10](=[O:11])[O:9][CH2:8][C:7]1[CH:29]=[CH:30][C:4]([N+:1]([O-:3])=[O:2])=[CH:5][CH:6]=1 |f:3.4|. Procedure: A mixture of 355 mg of 1,2-di(4-nitrobenzyloxycarbonylamino)ethane, 4 ml of acetic acid and 0.5 ml of 11M-hydrochloric acid was heated under reflux for 2.5 hours, and then lyophilised in vacuo. The solid residue was partitioned between ethyl acetate and water, and the insoluble material removed by filtration. The aqueous layer was separated and washed with ethyl acetate and then lyophilised to afford 139 mg of an off-white solid. Recrystallisation from ethanol afforded 100 mg of the title compou... The reactants are NC1=NC(=CC=C1[N+](=O)[O-])Cl (2-amino-6-chloro-3-nitropyridine), N1CCCC1 (pyrrolidine), C(C)(C)N(CC)C(C)C (diisopropylethylamine). Run in CS(=O)C (dimethyl sulfoxide), C(C)(C)O (isopropanol), C(C)(C)O (isopropanol). Run at temperature 60 celsius, time 20 hour. Yields the product [N+](=O)([O-])C=1C(=NC(=CC1)N1CCCC1)N (3-Nitro-6-pyrrolidin-1-ylpyridin-2-ylamine). The yield is 91.7%. RXN SMILES: [NH2:1][C:2]1[C:7]([N+:8]([O-:10])=[O:9])=[CH:6][CH:5]=[C:4](Cl)[N:3]=1.[NH:12]1[CH2:16][CH2:15][CH2:14][CH2:13]1.C(N(C(C)C)CC)(C)C>CS(C)=O.C(O)(C)C>[N+:8]([C:7]1[C:2]([NH2:1])=[N:3][C:4]([N:12]2[CH2:16][CH2:15][CH2:14][CH2:13]2)=[CH:5][CH:6]=1)([O-:10])=[O:9]. Procedure: A suspension of 1.735 g (10 mmol) of 2-amino-6-chloro-3-nitropyridine, 1.66 ml (20 mmol) of pyrrolidine and 1.66 ml (10 mmol) of diisopropylethylamine in a mixture of 1 ml of dimethyl sulfoxide and 5 ml of isopropanol is heated at 60° C., with stirring, in a sealed tube, for 20 hours. The mixture is cooled to ambient temperature and then diluted with 10 ml of isopropanol. The solid is collected by filtration and is then washed with 2×5 ml of isopropanol. The solid is taken up with 20 ml of water... The reactants are COC1=NC(=CC=C1C=1C=C(NN1)NC1=NC(=CN=C1)O[C@H]1CNCCC1)C ((R)-[5-(2-methoxy-6-methyl-pyridin-3-yl)-2H-pyrazol-3-yl]-[6-(piperidin-3-yloxy)-pyrazin-2-yl]-amine), C(CCC(=O)O)(=O)O (succinic acid). Solvent: C(C)O (ethanol), ClCCl (dichloromethane). Run at time 2 hour. Product: C(CCC(=O)O)(=O)O.COC1=NC(=CC=C1C=1C=C(NN1)NC1=NC(=CN=C1)O[C@H]1CNCCC1)C.COC1=NC(=CC=C1C=1C=C(NN1)NC1=NC(=CN=C1)O[C@H]1CNCCC1)C ((R)-[5-(2-Methoxy-6-methyl-pyridin-3-yl)-2H-pyrazol-3-yl]-[6-(piperidin-3-yloxy)-pyrazin-2-yl]-amine hemisuccinate salt). RXN SMILES: [CH3:1][O:2][C:3]1[C:8]([C:9]2[CH:10]=[C:11]([NH:14][C:15]3[CH:20]=[N:19][CH:18]=[C:17]([O:21][C@@H:22]4[CH2:27][CH2:26][CH2:25][NH:24][CH2:23]4)[N:16]=3)[NH:12][N:13]=2)=[CH:7][CH:6]=[C:5]([CH3:28])[N:4]=1.[C:29]([OH:36])(=[O:35])[CH2:30][CH2:31][C:32]([OH:34])=[O:33]>ClCCl.C(O)C>[C:29]([OH:36])(=[O:35])[CH2:30][CH2:31][C:32]([OH:34])=[O:33].[CH3:1][O:2][C:3]1[C:8]([C:9]2[CH:10]=[C:11]([NH:14][C:15]3[CH:20]=[N:19][CH:18]=[C:17]([O:21][C@@H:22]4[CH2:27][CH2:26][CH2:25][NH:24][CH2:23]4)[N:16]=3)[NH:12][N:13]=2)=[CH:7][CH:6]=[C:5]([CH3:28])[N:4]=1.[CH3:1][O:2][C:3]1[C:8]([C:9]2[CH:10]=[C:11]([NH:14][C:15]3[CH:20]=[N:19][CH:18]=[C:17]([O:21][C@@H:22]4[CH2:27][CH2:26][CH2:25][NH:24][CH2:23]4)[N:16]=3)[NH:12][N:13]=2)=[CH:7][CH:6]=[C:5]([CH3:28])[N:4]=1 |f:4.5.6|. Procedure details: To a solution of (R)-[5-(2-methoxy-6-methyl-pyridin-3-yl)-2H-pyrazol-3-yl]-[6-(piperidin-3-yloxy)-pyrazin-2-yl]-amine (0.1 g, 0.26 mmol) in dichloromethane (10 mL) is added succinic acid (0.015 g, 0.13 mmol) dissolved in ethanol (1 mL, dissolved at 50° C.) at room temperature. The reaction mixture is stirred for 2 h at room temperature. The solvent is evaporated and the residue obtained is triturated with diethyl ether (20 mL) followed by n-pentane (20 mL). The material is dried under high vacuu...